describe an organic reaction: reactants, conditions, products, and yield From a dataset of the Open Reaction Database (ORD), a public repository of structured organic reaction records. The reactants are O=C([O-])[O-], CCO, COCCOC, CC(C)n1nc(I)c2c(N)ncnc21, [Na+], [Na+], OB(O)c1ccc2c(c1)CCO2, c1ccc(P(c2ccccc2)(c2ccccc2)[Pd](P(c2ccccc2)(c2ccccc2)c2ccccc2)(P(c2ccccc2)(c2ccccc2)c2ccccc2)P(c2ccccc2)(c2ccccc2)c2ccccc2)cc1. The product is CC(C)n1nc(-c2ccc3c(c2)CCO3)c2c(N)ncnc21. RXN SMILES: [C:27](=[O:28])([O-:29])[O-:30].[CH3:33][CH2:34][OH:35].[CH3:36][O:37][CH2:38][CH2:39][O:40][CH3:41].[I:13][c:14]1[n:15][n:16]([CH:24]([CH3:25])[CH3:26])[c:17]2[n:18][cH:19][n:20][c:21]([NH2:23])[c:22]12.[Na+:31].[Na+:32].[O:1]1[CH2:2][CH2:3][c:4]2[c:5]1[cH:6][cH:7][c:8]([B:10]([OH:11])[OH:12])[cH:9]2.[cH:42]1[cH:43][cH:44][c:45]([P:46]([Pd:47]([P:48]([c:49]2[cH:50][cH:51][cH:52][cH:53][cH:54]2)([c:55]2[cH:56][cH:57][cH:58][cH:59][cH:60]2)[c:61]2[cH:62][cH:63][cH:64][cH:65][cH:66]2)([P:67]([c:68]2[cH:69][cH:70][cH:71][cH:72][cH:73]2)([c:74]2[cH:75][cH:76][cH:77][cH:78][cH:79]2)[c:80]2[cH:81][cH:82][cH:83][cH:84][cH:85]2)[P:86]([c:87]2[cH:88][cH:89][cH:90][cH:91][cH:92]2)([c:93]2[cH:94][cH:95][cH:96][cH:97][cH:98]2)[c:99]2[cH:100][cH:101][cH:102][cH:103][cH:104]2)([c:105]2[cH:106][cH:107][cH:108][cH:109][cH:110]2)[c:111]2[cH:112][cH:113][cH:114][cH:115][cH:116]2)[cH:117][cH:118]1>>[O:1]1[CH2:2][CH2:3][c:4]2[c:5]1[cH:6][cH:7][c:8](-[c:14]1[n:15][n:16]([CH:24]([CH3:25])[CH3:26])[c:17]3[n:18][cH:19][n:20][c:21]([NH2:23])[c:22]13)[cH:9]2. Reactants: CS(=O)(=O)C1=CC(=C(C(=O)NC(=N)N)C=C1S(=O)(=O)C)C (N-(4,5-bismethanesulfonyl-2-methylbenzoyl)guanidine), Cl (HCl). The solvent is C(C)O (ethanol). Product: Cl.CS(=O)(=O)C1=CC(=C(C(=O)NC(=N)N)C=C1S(=O)(=O)C)C (N-(4, 5-bismethanesulfonyl-2-methylbenzoyl)guanidine, hydrochloride). RXN SMILES: [CH3:1][S:2]([C:5]1[C:16]([S:17]([CH3:20])(=[O:19])=[O:18])=[CH:15][C:8]([C:9]([NH:11][C:12]([NH2:14])=[NH:13])=[O:10])=[C:7]([CH3:21])[CH:6]=1)(=[O:4])=[O:3].[ClH:22]>C(O)C>[ClH:22].[CH3:1][S:2]([C:5]1[C:16]([S:17]([CH3:20])(=[O:19])=[O:18])=[CH:15][C:8]([C:9]([NH:11][C:12]([NH2:14])=[NH:13])=[O:10])=[C:7]([CH3:21])[CH:6]=1)(=[O:4])=[O:3] |f:3.4|. Reported procedure: 2.7 kg of N-(4,5-bismethanesulfonyl-2-methylbenzoyl)guanidine are suspended in 25 l of ethanol at 60°, and 10.6 l of 1N HCl solution are added. On warming to 80°, a clear solution is obtained. The solution is allowed to cool slowly, with crystallisation beginning at 50°, The N-(4, 5-bismethanesulfonyl-2-methylbenzoyl)guanidine, hydrochloride obtained is subsequently dried to constant weight at 60°, giving N-(4,5-bismethanesulfonyl-2-methylbenzoyl)guanidine, hydrochloride. Starting materials: C(=O)(OC)C1=CC=C(C=C1)CCCC=O (4-(4-carbomethoxyphenyl)butanal), C(CC#N)#N (malononitrile), NC(C)C(=O)O (D,L-alanine), C(C)(=O)O (acetic acid). Solvent: O (water), O (water), C1=CC=CC=C1 (benzene). Reaction conditions: time 3 hour. Product: C(#N)C(CCCCC1=CC=C(C(=O)OC)C=C1)C#N (methyl 4-(5,5-dicyanopentyl)benzoate). Reaction SMILES: [C:1]([C:5]1[CH:10]=[CH:9][C:8]([CH2:11][CH2:12][CH2:13][CH:14]=O)=[CH:7][CH:6]=1)([O:3][CH3:4])=[O:2].[C:16](#[N:20])[CH2:17][C:18]#[N:19].NC(C(O)=O)C.C(O)(=O)C>O.C1C=CC=CC=1>[C:18]([CH:17]([C:16]#[N:20])[CH2:14][CH2:13][CH2:12][CH2:11][C:8]1[CH:9]=[CH:10][C:5]([C:1]([O:3][CH3:4])=[O:2])=[CH:6][CH:7]=1)#[N:19]. Reported procedure: A mixture of 3.36 g (1.0 eq) of 4-(4-carbomethoxyphenyl)butanal, 1.29 g (1.2 eq) of malononitrile, 0.05 g of D,L-alanine, 1 mL of glacial acetic acid, and 60 mL of benzene is refluxed with azeotropic removal of water. After 3 hours, about 85% of the theoretical amount of water should be formed and removed. The mixture then is cooled to room temperature and poured into water. The aqueous layer is extracted twice with benzene and the combined organic layers are dried over sodium sulfate, filtered ... Yields the product NC(C(=O)O)C(C1=CC=CC=C1)C1=CC=CC=C1 (2-amino-3,3-diphenylpropionic acid). Reactants: COC(C(C(C1=CC=CC=C1)C1=CC=CC=C1)NC(=O)OC(C)(C)C)=O (2-(N-Boc-amino)-3,3-diphenylpropionic acid methyl ester), solution, Cl (hydrochloric acid). As a reaction SMILES: C[O:2][C:3](=[O:26])[CH:4]([NH:18]C(OC(C)(C)C)=O)[CH:5]([C:12]1[CH:17]=[CH:16][CH:15]=[CH:14][CH:13]=1)[C:6]1[CH:11]=[CH:10][CH:9]=[CH:8][CH:7]=1.Cl>>[NH2:18][CH:4]([CH:5]([C:12]1[CH:17]=[CH:16][CH:15]=[CH:14][CH:13]=1)[C:6]1[CH:11]=[CH:10][CH:9]=[CH:8][CH:7]=1)[C:3]([OH:26])=[O:2]. Reported procedure: Reaction was carried out in a similar manner to Example 26, except that 2.5 g of N-Boc-glycine methyl ester was used in place of 1-dimethylethyl-(2R)-(2,6-dichlorophenyl)-5-oxo-3-((1′R)-phenylethyl)tetrahydro-1H-1-imidazolecarboxylate to obtain 640 mg of 2-(N-Boc-amino)-3,3-diphenylpropionic acid methyl ester as a colorless oily material (yield: 14%). Further, 354 mg of 2-(N-Boc-amino)-3,3-diphenylpropionic acid methyl ester was mixed with a 6 M solution of aqueous hydrochloric acid, and the mix...